Dataset: the Open Reaction Database (ORD), a public repository of structured organic reaction records. Task: describe an organic reaction: reactants, conditions, products, and yield Reactants: [Al+3], CCOC(C)=O, [H-], [H-], [H-], [H-], [Li+], [Na+], [Na+], C1CCOC1, O, O, O, O, O, O, O, O, O, O, O=S(=O)([O-])[O-], CCOC(=O)c1cn(C)nc1OCc1ccc(OCc2nc(-c3ccco3)oc2C)c(OC)c1. Yields the product COc1cc(COc2nn(C)cc2CO)ccc1OCc1nc(-c2ccco2)oc1C. RXN SMILES: [Al+3:36].[CH3:63][CH2:64][O:65][C:66](=[O:67])[CH3:68].[H-:35].[H-:38].[H-:39].[H-:40].[Li+:37].[Na+:56].[Na+:57].[O:58]1[CH2:59][CH2:60][CH2:61][CH2:62]1.[OH2:41].[OH2:42].[OH2:43].[OH2:44].[OH2:45].[OH2:46].[OH2:47].[OH2:48].[OH2:49].[OH2:50].[S:51]([O-:52])([O-:53])(=[O:54])=[O:55].[o:1]1[c:2](-[c:6]2[o:7][c:8]([CH3:34])[c:9]([CH2:11][O:12][c:13]3[c:14]([O:32][CH3:33])[cH:15][c:16]([CH2:17][O:18][c:19]4[n:20][n:21]([CH3:29])[cH:22][c:23]4[C:24](=[O:25])[O:26][CH2:27][CH3:28])[cH:30][cH:31]3)[n:10]2)[cH:3][cH:4][cH:5]1>>[o:1]1[c:2](-[c:6]2[o:7][c:8]([CH3:34])[c:9]([CH2:11][O:12][c:13]3[c:14]([O:32][CH3:33])[cH:15][c:16]([CH2:17][O:18][c:19]4[n:20][n:21]([CH3:29])[cH:22][c:23]4[CH2:24][OH:25])[cH:30][cH:31]3)[n:10]2)[cH:3][cH:4][cH:5]1. The reactants are COC(=O)c1cc(Br)cc(CO)c1, Cc1ccccc1. The product is COC(=O)c1cc(Br)cc(C=O)c1. Reaction SMILES: [Br:1][c:2]1[cH:3][c:4]([CH2:12][OH:13])[cH:5][c:6]([C:7](=[O:8])[O:9][CH3:10])[cH:11]1.[CH3:14][c:15]1[cH:16][cH:17][cH:18][cH:19][cH:20]1>>[Br:1][c:2]1[cH:3][c:4]([CH:12]=[O:13])[cH:5][c:6]([C:7](=[O:8])[O:9][CH3:10])[cH:11]1. Starting materials: BrC1=CC=C(C(C=O)=C1)O (5-bromosalicylaldehyde), COC1=CC=C(CS(=O)(=O)CC(=O)O)C=C1 (2-(4-methoxybenzylsulfonyl)acetic acid). The solvent is C(C)(=O)O (acetic acid). Yields the product COC1=CC=C(CS(=O)(=O)C=2C(OC3=CC=C(C=C3C2)Br)=O)C=C1 (3-(4-Methoxybenzylsulfonyl)-6-bromo-2H-chromen-2-one). The yield is 78.0%. Reaction SMILES: [Br:1][C:2]1[CH:9]=[C:6]([CH:7]=O)[C:5]([OH:10])=[CH:4][CH:3]=1.[CH3:11][O:12][C:13]1[CH:26]=[CH:25][C:16]([CH2:17][S:18]([CH2:21][C:22](O)=[O:23])(=[O:20])=[O:19])=[CH:15][CH:14]=1>C(O)(=O)C>[CH3:11][O:12][C:13]1[CH:14]=[CH:15][C:16]([CH2:17][S:18]([C:21]2[C:22](=[O:23])[O:10][C:5]3[C:6]([CH:7]=2)=[CH:9][C:2]([Br:1])=[CH:3][CH:4]=3)(=[O:19])=[O:20])=[CH:25][CH:26]=1. Procedure: A solution of 5-bromosalicylaldehyde (1 mmol) and 2-(4-methoxybenzylsulfonyl)acetic acid (1 mmol) in acetic acid (10 mL) was subjected to the General Procedure 2, Method A to generate a 78% yield of the title compound; m.p. 231-232° C. Reactants: P(O)(O)(O)=O (phosphoric acid), C1(CCCCC1)NC1CCCCC1.C(C1=CC=CC=C1)(=O)C1=C(CCCC1)N[C@H](C(=O)O)CC1=CC=C(C=C1)OCC1=CC=CC=C1 (2(S)-(2-Benzoyl-cyclohex-1-enylamino)-3-(4-benzyloxy-phenyl)-propionic acid dicyclohexylamine salt), O1CCOCC1 (dioxane), O.[OH-].[Li+] (lithium hydroxide monohydrate). Run in O (water). Run at temperature 50 celsius, time 5 hour. The product is C(C1=CC=CC=C1)(=O)C1=C(C=CC=C1)NC(C(=O)O)CC1=CC=C(C=C1)OCC1=CC=CC=C1 (2-(2-benzoylphenylamino)-3-(4-benzyloxyphenyl) propanoic acid). The yield is 47.5%. Reaction SMILES: C1(NC2CCCCC2)CCCCC1.[C:14]([C:22]1[CH2:27][CH2:26][CH2:25][CH2:24][C:23]=1[NH:28][C@@H:29]([CH2:33][C:34]1[CH:39]=[CH:38][C:37]([O:40][CH2:41][C:42]2[CH:47]=[CH:46][CH:45]=[CH:44][CH:43]=2)=[CH:36][CH:35]=1)[C:30]([OH:32])=[O:31])(=[O:21])[C:15]1[CH:20]=[CH:19][CH:18]=[CH:17][CH:16]=1.O1CCOCC1.O.[OH-].[Li+].P(=O)(O)(O)O>O>[C:14]([C:22]1[CH:27]=[CH:26][CH:25]=[CH:24][C:23]=1[NH:28][CH:29]([CH2:33][C:34]1[CH:35]=[CH:36][C:37]([O:40][CH2:41][C:42]2[CH:47]=[CH:46][CH:45]=[CH:44][CH:43]=2)=[CH:38][CH:39]=1)[C:30]([OH:32])=[O:31])(=[O:21])[C:15]1[CH:20]=[CH:19][CH:18]=[CH:17][CH:16]=1 |f:0.1,3.4.5|. Reported procedure: To a solution of 185 mg (0.62 mmol) of Intermediate 2 in 8 mL (1:1; dioxane:water) was added 500 mg (11.9 mmol) lithium hydroxide monohydrate. The resulting suspension was stirred at 50° C. for 5 h and then cooled to RT. A 1M phosphoric acid solution was added until pH was 5.5 was reached where upon the resulting suspension was extracted with EtOAc (2×25 mL). The combined organic extracts were dried (MgSO4), filtered, and concentrated and chromatographed on silica gel using CH2Cl2/MeOH (9:1) to ... The reactants are COC(=O)c1ccc(B2OC(C)(C)C(C)(C)O2)cc1, CCOC(C)=O, C[Si](C)(C)CCOCN(COCC[Si](C)(C)C)c1cc(Cl)nc2ccnn12, [K+], [K+], [K+], C1COCCO1, O=P([O-])([O-])[O-]. Yields the product COC(=O)c1ccc(-c2cc(N(COCC[Si](C)(C)C)COCC[Si](C)(C)C)n3nccc3n2)cc1. RXN SMILES: [CH3:36][C:37]1([CH3:38])[C:39]([CH3:40])([CH3:41])[O:42][B:43]([c:44]2[cH:45][cH:46][c:47]([C:48](=[O:49])[O:50][CH3:51])[cH:52][cH:53]2)[O:54]1.[CH3:61][CH2:62][O:63][C:64]([CH3:65])=[O:66].[Cl:1][c:2]1[n:3][c:4]2[n:5]([c:6]([N:8]([CH2:9][O:10][CH2:11][CH2:12][Si:13]([CH3:14])([CH3:15])[CH3:16])[CH2:17][O:18][CH2:19][CH2:20][Si:21]([CH3:22])([CH3:23])[CH3:24])[cH:7]1)[n:25][cH:26][cH:27]2.[K+:33].[K+:34].[K+:35].[O:55]1[CH2:56][CH2:57][O:58][CH2:59][CH2:60]1.[P:28]([O-:29])([O-:30])([O-:31])=[O:32]>>[c:2]1(-[c:44]2[cH:45][cH:46][c:47]([C:48](=[O:49])[O:50][CH3:51])[cH:52][cH:53]2)[n:3][c:4]2[n:5]([c:6]([N:8]([CH2:9][O:10][CH2:11][CH2:12][Si:13]([CH3:14])([CH3:15])[CH3:16])[CH2:17][O:18][CH2:19][CH2:20][Si:21]([CH3:22])([CH3:23])[CH3:24])[cH:7]1)[n:25][cH:26][cH:27]2. Reactants: C(C)S(=O)(=O)[C@H]1[C@@H](C(N1C(C)=O)=O)CCCN(C(=N)NC(=O)OCC1=CC=CC=C1)C(=O)OCC1=CC=CC=C1 (trans-4-Ethylsulfonyl-3-[3-[N,N"-di(Cbz)guanidino]propyl]-1-acetyl-2-azetidinone), Cl (HCl). Reagents/catalysts: [Pd] (palladium on carbon). Run in CO.C(C)(=O)OCC (methanol ethyl acetate). Yields the product Cl.C(C)S(=O)(=O)[C@H]1[C@@H](C(N1C(C)=O)=O)CCCNC(=N)N (trans-4-Ethylsulfonyl-3-guanidinopropyl-1-acetyl-2-azetidinone hydrochloride salt). Yield: 62.0%. As a reaction SMILES: [CH2:1]([S:3]([C@@H:6]1[N:9]([C:10](=[O:12])[CH3:11])[C:8](=[O:13])[C@H:7]1[CH2:14][CH2:15][CH2:16][N:17](C(OCC1C=CC=CC=1)=O)[C:18]([NH:20]C(OCC1C=CC=CC=1)=O)=[NH:19])(=[O:5])=[O:4])[CH3:2].[ClH:41]>[Pd].CO.C(OCC)(=O)C>[ClH:41].[CH2:1]([S:3]([C@@H:6]1[N:9]([C:10](=[O:12])[CH3:11])[C:8](=[O:13])[C@H:7]1[CH2:14][CH2:15][CH2:16][NH:17][C:18]([NH2:20])=[NH:19])(=[O:4])=[O:5])[CH3:2] |f:3.4,5.6|. Procedure details: A methanol/ethyl acetate (2.5 mL/2.5 mL) solution of compound 22 (380 mg, 0.66 mmol) and 1N HCl (0.66 mL), containing 10% palladium on carbon, was stirred under a hydrogen atmosphere until TLC. indicated the disappearance of the starting material. The suspension was filtered through a pad of Celite, and the solution was concentrated to afford 140 mg (62%) of the product as a yellow foam. The reactants are CC#N, CC(C)O, CN1CCC(O)(CNc2c([N+](=O)[O-])c(Cl)nc3ccccc23)CC1. Yields the product CN1CCC(O)(CNc2c(N)c(Cl)nc3ccccc23)CC1. Reaction SMILES: [CH3:25][C:26]#[N:27].[CH:28]([OH:29])([CH3:30])[CH3:31].[Cl:1][c:2]1[n:3][c:4]2[cH:5][cH:6][cH:7][cH:8][c:9]2[c:10]([NH:15][CH2:16][C:17]2([OH:24])[CH2:18][CH2:19][N:20]([CH3:23])[CH2:21][CH2:22]2)[c:11]1[N+:12]([O-:13])=[O:14]>>[Cl:1][c:2]1[n:3][c:4]2[cH:5][cH:6][cH:7][cH:8][c:9]2[c:10]([NH:15][CH2:16][C:17]2([OH:24])[CH2:18][CH2:19][N:20]([CH3:23])[CH2:21][CH2:22]2)[c:11]1[NH2:12]. The reactants are CC(C)(C)OC(=O)N1CCC(c2ccc(Br)cc2)C(O)C1, CC#N, N#C[K], Br[Ni]Br, [Zn], c1ccc(P(c2ccccc2)c2ccccc2)cc1, c1ccc(P(c2ccccc2)c2ccccc2)cc1, c1ccc(P(c2ccccc2)c2ccccc2)cc1. Yields the product CC(C)(C)OC(=O)N1CCC(c2ccc(C#N)cc2)C(O)C1. Reaction SMILES: [Br:23][c:24]1[cH:25][cH:26][c:27]([CH:30]2[CH:31]([OH:43])[CH2:32][N:33]([C:36](=[O:37])[O:38][C:39]([CH3:40])([CH3:41])[CH3:42])[CH2:34][CH2:35]2)[cH:28][cH:29]1.[CH3:44][C:45]#[N:46].[K:1][C:2]#[N:3].[Ni:48]([Br:49])[Br:50].[Zn:47].[c:4]1([P:5]([c:6]2[cH:7][cH:8][cH:9][cH:10][cH:11]2)[c:12]2[cH:13][cH:14][cH:15][cH:16][cH:17]2)[cH:18][cH:19][cH:20][cH:21][cH:22]1.[c:51]1([P:52]([c:53]2[cH:54][cH:55][cH:56][cH:57][cH:58]2)[c:59]2[cH:60][cH:61][cH:62][cH:63][cH:64]2)[cH:65][cH:66][cH:67][cH:68][cH:69]1.[c:70]1([P:71]([c:72]2[cH:73][cH:74][cH:75][cH:76][cH:77]2)[c:78]2[cH:79][cH:80][cH:81][cH:82][cH:83]2)[cH:84][cH:85][cH:86][cH:87][cH:88]1>>[C:2](#[N:3])[c:24]1[cH:25][cH:26][c:27]([CH:30]2[CH:31]([OH:43])[CH2:32][N:33]([C:36](=[O:37])[O:38][C:39]([CH3:40])([CH3:41])[CH3:42])[CH2:34][CH2:35]2)[cH:28][cH:29]1.